This data is from the Open Reaction Database (ORD), a public repository of structured organic reaction records. The task is: describe an organic reaction: reactants, conditions, products, and yield Starting materials: C=CC(=O)OCCO, CSc1cccc(N=C=O)c1, Cc1cc(C(C)(C)C)c(O)c(C(C)(C)C)c1, [N-]=C=O. Product: C=CC(=O)OCCOC(=O)Nc1cccc(SC)c1. As a reaction SMILES: [C:28]([CH:29]=[CH2:30])(=[O:31])[O:32][CH2:33][CH2:34][OH:35].[CH3:17][S:18][c:19]1[cH:20][c:21]([N:25]=[C:26]=[O:27])[cH:22][cH:23][cH:24]1.[CH3:1][c:2]1[cH:3][c:4]([C:5]([CH3:6])([CH3:7])[CH3:8])[c:9]([OH:10])[c:11]([C:12]([CH3:13])([CH3:14])[CH3:15])[cH:16]1.[N-:36]=[C:37]=[O:38]>>[CH3:17][S:18][c:19]1[cH:20][c:21]([NH:25][C:26](=[O:27])[O:35][CH2:34][CH2:33][O:32][C:28]([CH:29]=[CH2:30])=[O:31])[cH:22][cH:23][cH:24]1. Starting materials: BrC(C(=O)OC)CC1=CC=C(C=C1)OCCC=1N=C(OC1C)C1=CC=CC=C1 (methyl 2-bromo-3-[4-[2-(5-methyl-2-phenyl-4-oxazolyl)ethoxy]phenyl]propionate), C1CCC2=NCCCN2CC1 (1,8-diazabicyclo[5,4,0]-7-undecene), C1(=CC=CC=C1)C (toluene). The solvent is C(C)(=O)OCC (ethyl acetate). Run at temperature 70 celsius, time 2 hour. Yields the product CC1=C(N=C(O1)C1=CC=CC=C1)CCOC1=CC=C(C=CC(=O)OC)C=C1 (methyl 4-[2-(5-methyl-2-phenyl-4-oxazolyl)ethoxy]cinnamate). The yield is 88.0%. Reaction SMILES: Br[CH:2]([CH2:7][C:8]1[CH:13]=[CH:12][C:11]([O:14][CH2:15][CH2:16][C:17]2[N:18]=[C:19]([C:23]3[CH:28]=[CH:27][CH:26]=[CH:25][CH:24]=3)[O:20][C:21]=2[CH3:22])=[CH:10][CH:9]=1)[C:3]([O:5][CH3:6])=[O:4].C1CCN2C(=NCCC2)CC1.C1(C)C=CC=CC=1>C(OCC)(=O)C>[CH3:22][C:21]1[O:20][C:19]([C:23]2[CH:24]=[CH:25][CH:26]=[CH:27][CH:28]=2)=[N:18][C:17]=1[CH2:16][CH2:15][O:14][C:11]1[CH:10]=[CH:9][C:8]([CH:7]=[CH:2][C:3]([O:5][CH3:6])=[O:4])=[CH:13][CH:12]=1. Reported procedure: A mixture of methyl 2-bromo-3-[4-[2-(5-methyl-2-phenyl-4-oxazolyl)ethoxy]phenyl]propionate (15.0 g), 1,8-diazabicyclo[5,4,0]-7-undecene (DBU) (6.2 g) and toluene (200 ml) was stirred for 2 hours at 70° C. The reaction mixture was poured into ethyl acetate (200 ml), which was washed with 2N HCl and a saturated aqueous saline solution, followed by drying (MgSO4). The solvent was distilled off under reduced pressure to leave methyl 4-[2-(5-methyl-2-phenyl-4-oxazolyl)ethoxy]cinnamate (10.8 g, 88%). ... The reactants are C(#N)C=1C=NN(C1C(OCC)OCC)C1=NN(C(=C1Cl)SC)C (4-cyano-5-diethoxymethyl-1-(4chloro-1-methyl-5-methylthio-3-pyrazolyl)pyrazole), ClC1=CC(=CC=C1)C(=O)OO (m-chloroperbenzoic acid). Solvent: ClCCl (dichloromethane). The product is C(#N)C=1C=NN(C1C(OCC)OCC)C1=NN(C(=C1)SC)C (4-Cyano-5diethoxymethyl-1-(1-methyl-5-methylthio-3-pyrazolyl)-pyrazole). Reaction SMILES: [C:1]([C:3]1[CH:4]=[N:5][N:6]([C:15]2[C:19](Cl)=[C:18]([S:21][CH3:22])[N:17]([CH3:23])[N:16]=2)[C:7]=1[CH:8]([O:12][CH2:13][CH3:14])[O:9][CH2:10][CH3:11])#[N:2].ClC1C=CC=C(C(OO)=O)C=1>ClCCl>[C:1]([C:3]1[CH:4]=[N:5][N:6]([C:15]2[CH:19]=[C:18]([S:21][CH3:22])[N:17]([CH3:23])[N:16]=2)[C:7]=1[CH:8]([O:9][CH2:10][CH3:11])[O:12][CH2:13][CH3:14])#[N:2]. Procedure: 1.0 g (2.8 mmol) of 4-cyano-5-diethoxymethyl-1-(4chloro-1-methyl-5-methylthio-3-pyrazolyl)pyrazole (Example B.1) and 1.0 g (5.8 mmol) of m-chloroperbenzoic acid in 10 ml of dichloromethane are stirred at 0° C. for 3 hours and subsequently at room temperature for 12 hours. The reaction mixture is washed with sodium thiosulfate solution, sodium bicarbonate solution and water and dried (sodium sulfate), and the solvent is distilled off. Silica gel column chromatography (ethyl acetate/ hexane) gives... Reaction SMILES: [Br:32][c:33]1[o:34][c:35]([CH3:38])[n:36][n:37]1.[CH:39]([N:40]([CH:41]([CH3:42])[CH3:43])[CH2:44][CH3:45])([CH3:46])[CH3:47].[F:1][C:2]([c:3]1[cH:4][c:5](-[c:13]2[c:14]3[n:15]([cH:16][cH:17][cH:18]2)[n:19][c:20]([NH:22][CH:23]2[CH:24]([F:29])[CH2:25][NH:26][CH2:27][CH2:28]2)[n:21]3)[cH:6][c:7]([C:9]([F:10])([F:11])[F:12])[cH:8]1)([F:30])[F:31].[O:48]1[CH2:49][CH2:50][O:51][CH2:52][CH2:53]1>>[F:1][C:2]([c:3]1[cH:4][c:5](-[c:13]2[c:14]3[n:15]([cH:16][cH:17][cH:18]2)[n:19][c:20]([NH:22][CH:23]2[CH:24]([F:29])[CH2:25][N:26]([c:33]4[o:34][c:35]([CH3:38])[n:36][n:37]4)[CH2:27][CH2:28]2)[n:21]3)[cH:6][c:7]([C:9]([F:10])([F:11])[F:12])[cH:8]1)([F:30])[F:31]. Reactants: Cc1nnc(Br)o1, CCN(C(C)C)C(C)C, FC1CNCCC1Nc1nc2c(-c3cc(C(F)(F)F)cc(C(F)(F)F)c3)cccn2n1, C1COCCO1. Product: Cc1nnc(N2CCC(Nc3nc4c(-c5cc(C(F)(F)F)cc(C(F)(F)F)c5)cccn4n3)C(F)C2)o1. Isolated yield 67.6%. Reagents/catalysts: [Pd].C1(=CC=CC=C1)P(C1=CC=CC=C1)C1=CC=CC=C1.C1(=CC=CC=C1)P(C1=CC=CC=C1)C1=CC=CC=C1.C1(=CC=CC=C1)P(C1=CC=CC=C1)C1=CC=CC=C1.C1(=CC=CC=C1)P(C1=CC=CC=C1)C1=CC=CC=C1 (tetrakis (triphenylphosphine) palladium (0)). Run in CO (methanol), ClCCl (dichloromethane). Reaction SMILES: [CH3:1][N:2]1[C@H:11]2[C@@:6]([CH3:17])([C:7]3[CH:15]=[CH:14][C:13](Br)=[CH:12][C:8]=3[CH2:9][CH2:10]2)[CH2:5][CH2:4][C:3]1=[O:18].[F:19][C:20]([F:35])([F:34])[C:21]1[CH:22]=[C:23](B(O)O)[CH:24]=[C:25]([C:27]([F:30])([F:29])[F:28])[CH:26]=1.C(=O)([O-])[O-].[Na+].[Na+].C1(C)C=CC=CC=1>ClCCl.[Pd].C1(P(C2C=CC=CC=2)C2C=CC=CC=2)C=CC=CC=1.C1(P(C2C=CC=CC=2)C2C=CC=CC=2)C=CC=CC=1.C1(P(C2C=CC=CC=2)C2C=CC=CC=2)C=CC=CC=1.C1(P(C2C=CC=CC=2)C2C=CC=CC=2)C=CC=CC=1.CO>[CH3:1][N:2]1[C@H:11]2[C@@:6]([CH3:17])([C:7]3[CH:15]=[CH:14][C:13]([C:23]4[CH:24]=[C:25]([C:27]([F:30])([F:28])[F:29])[CH:26]=[C:21]([C:20]([F:19])([F:35])[F:34])[CH:22]=4)=[CH:12][C:8]=3[CH2:9][CH2:10]2)[CH2:5][CH2:4][C:3]1=[O:18] |f:2.3.4,7.8.9.10.11|. The product is CN1C(CC[C@@]2(C3=C(CC[C@@H]12)C=C(C=C3)C3=CC(=CC(=C3)C(F)(F)F)C(F)(F)F)C)=O ((+)-(4aR)-(10bR)-4-methyl-8-(3,5-bis[trifluoromethyl]phenyl)-10b-methyl-1,2,3,4,4a,5,6,10b-octahydrobenzo[f]quinolin3-one). Reported procedure: A 15 mL round bottom flask was charged with (+)-(4aR)-(10bR)-4-methyl-8-bromo-10b-methyl-1,2,3,4,4a, 5,6,10b-octahydrobenzo[f]quinolin-3-one (200 mg, 0.65 mmol), tetrakis (triphenylphosphine) palladium (0) (23 mg, 0.02 mmol), 3,5-bis(trifluoromethyl)phenylboronic acid (213 mg, 0.78 mmol), 0.65 mL of 2M sodium carbonate solution, 1.5 mL of toluene, and 1 mL of methanol, fitted with a reflux condenser, and the stirred mixture was heated at 80°, under nitrogen, for 24 h. The mixture was cooled, dil... Reactants: CN1C(CC[C@@]2(C3=C(CC[C@@H]12)C=C(C=C3)Br)C)=O ((+)-(4aR)-(10bR)-4-methyl-8-bromo-10b-methyl-1,2,3,4,4a, 5,6,10b-octahydrobenzo[f]quinolin-3-one), FC(C=1C=C(C=C(C1)C(F)(F)F)B(O)O)(F)F (3,5-bis(trifluoromethyl)phenylboronic acid), C([O-])([O-])=O.[Na+].[Na+] (sodium carbonate), C1(=CC=CC=C1)C (toluene). Reactants: BrB(Br)Br, COc1ccc2nc(NC3CCN(C(=O)C4(c5ccc(Cl)cc5)CCC4)C3)cc(C)c2c1, ClCCl, [Na+], O=C([O-])O. The product is Cc1cc(NC2CCN(C(=O)C3(c4ccc(Cl)cc4)CCC3)C2)nc2ccc(O)cc12. Reaction SMILES: [B:33]([Br:34])([Br:35])[Br:36].[Cl:1][c:2]1[cH:3][cH:4][c:5]([C:8]2([C:12](=[O:13])[N:14]3[CH2:15][CH:16]([NH:19][c:20]4[n:21][c:22]5[cH:23][cH:24][c:25]([O:31][CH3:32])[cH:26][c:27]5[c:28]([CH3:30])[cH:29]4)[CH2:17][CH2:18]3)[CH2:9][CH2:10][CH2:11]2)[cH:6][cH:7]1.[Cl:42][CH2:43][Cl:44].[Na+:37].[OH:38][C:39](=[O:40])[O-:41]>>[Cl:1][c:2]1[cH:3][cH:4][c:5]([C:8]2([C:12](=[O:13])[N:14]3[CH2:15][CH:16]([NH:19][c:20]4[n:21][c:22]5[cH:23][cH:24][c:25]([OH:31])[cH:26][c:27]5[c:28]([CH3:30])[cH:29]4)[CH2:17][CH2:18]3)[CH2:9][CH2:10][CH2:11]2)[cH:6][cH:7]1. Starting materials: [Li+].CC(C)[N-]C(C)C (LDA), C(C)(C)[Si](C(C)C)(C(C)C)Cl (Triisopropylsilyl chloride), COC1=CC=NC=C1 (4-methoxypyridine), CCCCCCC.C1CCOC1.C(C)C1=CC=CC=C1 (heptane THF ethyl benzene). Solvent: C1CCOC1 (THF), O (Water). Run at temperature -25 celsius, time 30 minute. Yields the product COC1=C(C=NC=C1)[Si](C(C)C)(C(C)C)C(C)C (4-methoxy-3-triisopropylsilanyl-pyridine). Yield: 22.2%. RXN SMILES: [CH3:1][O:2][C:3]1[CH:8]=[CH:7][N:6]=[CH:5][CH:4]=1.[Li+].CC([N-]C(C)C)C.CCCCCCC.C1COCC1.C(C1C=CC=CC=1)C.[CH:37]([Si:40](Cl)([CH:44]([CH3:46])[CH3:45])[CH:41]([CH3:43])[CH3:42])([CH3:39])[CH3:38]>C1COCC1.O>[CH3:1][O:2][C:3]1[CH:8]=[CH:7][N:6]=[CH:5][C:4]=1[Si:40]([CH:44]([CH3:46])[CH3:45])([CH:41]([CH3:43])[CH3:42])[CH:37]([CH3:39])[CH3:38] |f:1.2,3.4.5|. Procedure: To a solution of 4-methoxypyridine (14.0 g, 128.3 mmol) in THF (150 mL) was added at −25° C., 2.0M LDA in heptane/THF/ethyl benzene (76.9 mL, 153.9 mmol). The mixture was stirred at −25° C. for 30 minutes. Triisopropylsilyl chloride (35.3 mL, 166.8 mmol) was added and the mixture was stirred at −25° C. for 15 minutes and then at room temperature for 16 hours. Water was added and the mixture was extracted with EtOAc. The extract was washed with water, brine dried over MgSO4 and concentrated to dr...